describe an organic reaction: reactants, conditions, products, and yield From a dataset of the Open Reaction Database (ORD), a public repository of structured organic reaction records. Starting materials: ClC1=NC2=CN=CC=C2C(=C1C)Cl (2,4-dichloro-3-methyl-1,7-naphthyridine), C(CCC)[Sn](C1=NC=CC=C1)(CCCC)CCCC (2-tri-n-butylstannylpyridine). Reagents/catalysts: C=1C=CC(=CC1)[P](C=2C=CC=CC2)(C=3C=CC=CC3)[Pd]([P](C=4C=CC=CC4)(C=5C=CC=CC5)C=6C=CC=CC6)([P](C=7C=CC=CC7)(C=8C=CC=CC8)C=9C=CC=CC9)[P](C=1C=CC=CC1)(C=1C=CC=CC1)C=1C=CC=CC1 (Pd(PPh3)4). The solvent is C1(=CC=CC=C1)C (toluene). Yields the product ClC1=C(C(=NC2=CN=CC=C12)C1=NC=CC=C1)C (4-Chloro-3-methyl-2-(pyridin-2-yl)-1,7-naphthyridine). Reaction SMILES: Cl[C:2]1[C:11]([CH3:12])=[C:10]([Cl:13])[C:9]2[C:4](=[CH:5][N:6]=[CH:7][CH:8]=2)[N:3]=1.C([Sn](CCCC)(CCCC)[C:19]1[CH:24]=[CH:23][CH:22]=[CH:21][N:20]=1)CCC>C1(C)C=CC=CC=1.C1C=CC([P]([Pd]([P](C2C=CC=CC=2)(C2C=CC=CC=2)C2C=CC=CC=2)([P](C2C=CC=CC=2)(C2C=CC=CC=2)C2C=CC=CC=2)[P](C2C=CC=CC=2)(C2C=CC=CC=2)C2C=CC=CC=2)(C2C=CC=CC=2)C2C=CC=CC=2)=CC=1>[Cl:13][C:10]1[C:9]2[C:4](=[CH:5][N:6]=[CH:7][CH:8]=2)[N:3]=[C:2]([C:19]2[CH:24]=[CH:23][CH:22]=[CH:21][N:20]=2)[C:11]=1[CH3:12] |^1:43,45,64,83|. Reported procedure: Prepared according to procedure E using 2,4-dichloro-3-methyl-1,7-naphthyridine (200 mg, 0.94 mmol), 2-tri-n-butylstannylpyridine (0.35 mL, 0.939 mmol), Pd(PPh3)4 (108 mg, 0.094 mmol) with heating in toluene (10 mL) for 14 h. After purification 4-chloro-3-methyl-2-(pyridin-2-yl)-1,7-naphthyridine was obtained as a white solid. Reactants: [Al+3], [H-], [H-], [H-], [H-], [Li+], [Na+], C1CCOC1, [OH-], CCOC(=O)C1CCN(C(c2ccccc2)(c2ccccc2)c2ccccc2)CC1. The product is OCC1CCN(C(c2ccccc2)(c2ccccc2)c2ccccc2)CC1. Reaction SMILES: [Al+3:2].[H-:1].[H-:4].[H-:5].[H-:6].[Li+:3].[Na+:38].[O:39]1[CH2:40][CH2:41][CH2:42][CH2:43]1.[OH-:37].[c:7]1([C:13]([N:14]2[CH2:15][CH2:16][CH:17]([C:20](=[O:21])[O:22][CH2:23][CH3:24])[CH2:18][CH2:19]2)([c:25]2[cH:26][cH:27][cH:28][cH:29][cH:30]2)[c:31]2[cH:32][cH:33][cH:34][cH:35][cH:36]2)[cH:8][cH:9][cH:10][cH:11][cH:12]1>>[c:7]1([C:13]([N:14]2[CH2:15][CH2:16][CH:17]([CH2:20][OH:21])[CH2:18][CH2:19]2)([c:25]2[cH:26][cH:27][cH:28][cH:29][cH:30]2)[c:31]2[cH:32][cH:33][cH:34][cH:35][cH:36]2)[cH:8][cH:9][cH:10][cH:11][cH:12]1. Reactants: corticosteroid, CC(=O)[C@]1(CC[C@@H]2[C@@]1(CC[C@H]3[C@H]2CCC4=CC(=O)CC[C@]34C)C)O (17α-hydroxyprogesterone), O=O (oxygen), [K] (potassium), C(C)OC1=CC2=CC[C@H]3[C@@H]4CC[C@H](C(C)=O)[C@]4(CC[C@@H]3[C@]2(CC1)C)C (3-ethoxypregna-3,5-dien-20-one), CC(=O)[C@H]1CC[C@@H]2[C@@]1(CC[C@H]3[C@H]2CCC4=CC(=O)CC[C@]34C)C (progesterone), methyl enol ether, 17(20)-enolate. Run in O1CCCC1 (tetrahydrofuran), C(C)(C)(C)O (tert-butyl alcohol), CN(C=O)C (dimethylformamide). Product: [O-]O (hydroperoxide), CC(=O)[C@]1(CC[C@@H]2[C@@]1(CC[C@H]3[C@H]2CCC4=CC(=O)CC[C@]34C)C)OO (17α-hydroperoxyprogesterone). Reaction SMILES: CC([C@@H]1[C@@]2(C)CC[C@@H]3[C@]4(C)C(=CC(CC4)=O)CC[C@H]3[C@@H]2CC1)=[O:3].[CH3:24][C:25]([C@:27]1([OH:47])[C@@:31]2([CH3:46])[CH2:32][CH2:33][C@@H:34]3[C@:44]4([CH3:45])[C:38](=[CH:39][C:40]([CH2:42][CH2:43]4)=[O:41])[CH2:37][CH2:36][C@H:35]3[C@@H:30]2[CH2:29][CH2:28]1)=[O:26].C(OC1CC[C@@]2(C)C(=CC[C@@H]3[C@@H]2CC[C@@]2(C)[C@H]3CC[C@@H]2C(=O)C)C=1)C.[O:73]=[O:74].[K]>O1CCCC1.CN(C)C=O.C(O)(C)(C)C>[O-:73][OH:74].[CH3:24][C:25]([C@:27]1([O:47][OH:3])[C@@:31]2([CH3:46])[CH2:32][CH2:33][C@@H:34]3[C@:44]4([CH3:45])[C:38](=[CH:39][C:40]([CH2:42][CH2:43]4)=[O:41])[CH2:37][CH2:36][C@H:35]3[C@@H:30]2[CH2:29][CH2:28]1)=[O:26] |^1:74|. Reported procedure: The direct introduction of a hydroxyl group at the 17 position of progesterone, protected as its Δ3,5 methyl enol ether, would be a valuable process for the synthesis of 17α-hydroxyprogesterone, and could be readily adapted to other corticosteroid intermediates. Unfortunately, this oxidation has heretofore been a poor process. D. Barton [J. Chem. Soc., 1578(1962)] developed a method for the hydroperoxylation of the 17(20)-enolate of 3-ethoxypregna-3,5-dien-20-one using oxygen and potassium and t... Starting materials: BrCCCCCCCCCCCCCCCCNC1=CC=C(C(=O)O)C=C1 (4-(16-bromohexadecylamino)benzoic acid), C(=O)(OCC1=CC=CC=C1)Cl (carbobenzyloxy chloride), C(Cl)(Cl)Cl (chloroform), C([O-])([O-])=O.[Na+].[Na+] (sodium carbonate). The solvent is O (water). Conditions: temperature 40 celsius, time 2 hour. Yields the product C(=O)(OCC1=CC=CC=C1)N(C1=CC=C(C(=O)Cl)C=C1)CCCCCCCCCCCCCCCCBr (N-Carbobenzyloxy-4-(16-bromohexadecylamino)benzoyl chloride). As a reaction SMILES: [Br:1][CH2:2][CH2:3][CH2:4][CH2:5][CH2:6][CH2:7][CH2:8][CH2:9][CH2:10][CH2:11][CH2:12][CH2:13][CH2:14][CH2:15][CH2:16][CH2:17][NH:18][C:19]1[CH:27]=[CH:26][C:22]([C:23]([OH:25])=O)=[CH:21][CH:20]=1.C(Cl)(Cl)[Cl:29].C(=O)([O-])[O-].[Na+].[Na+].[C:38](Cl)([O:40][CH2:41][C:42]1[CH:47]=[CH:46][CH:45]=[CH:44][CH:43]=1)=[O:39]>O>[C:38]([N:18]([CH2:17][CH2:16][CH2:15][CH2:14][CH2:13][CH2:12][CH2:11][CH2:10][CH2:9][CH2:8][CH2:7][CH2:6][CH2:5][CH2:4][CH2:3][CH2:2][Br:1])[C:19]1[CH:20]=[CH:21][C:22]([C:23]([Cl:29])=[O:25])=[CH:26][CH:27]=1)([O:40][CH2:41][C:42]1[CH:43]=[CH:44][CH:45]=[CH:46][CH:47]=1)=[O:39] |f:2.3.4|. Procedure: To 15 g. 4-(16-bromohexadecylamino)benzoic acid in 200 ml. warm chloroform is added 15 g. sodium carbonate in 150 ml. water. To the vigorously solution is added 10 g. carbobenzyloxy chloride. After 2 hours stirring at 40° C., the layers are separated, washed three times with 1 N hydrochloric acid dried, and evaporated to an oil. The oil is dissolved in 300 ml. toluene, treated with 15 ml. thionyl chloride and the solution is refluxed for 5 hours. The solvents are evaporated and the residue is di...